From a dataset of the Open Reaction Database (ORD), a public repository of structured organic reaction records. describe an organic reaction: reactants, conditions, products, and yield Reactants: BrC1=CC=2N(C(C(=C(C2S1)O)C(CCC=O)=O)=O)C (4-(2-Bromo-7-hydroxy-4-methyl-5-oxo-4,5-dihydrothieno[3,2-b]pyridin-6-yl)-4-oxobutanal), O1C(OCCC1)CCC(=O)C1=C(C2=C(N(C1=O)C)C=C(S2)Br)O (6-(3-(1,3-dioxan-2-yl)propanoyl)-2-bromo-7-hydroxy-4-methylthieno[3,2-b]pyridin-5(4H)-one). The solvent is C(C)(=O)O (acetic acid). Run at temperature 100 celsius, time 2 hour. Yields the product BrC1=CC=2N(C(C(=C(C2S1)O)C(CCC(=O)O)=O)=O)C (4-(2-bromo-7-hydroxy-4-methyl-5-oxo-4,5-dihydrothieno[3,2-b]pyridin-6-yl)-4-oxobutanoic Acid). Reaction SMILES: BrC1SC2C(O)=C(C(=O)CCC=O)C(=O)N(C)C=2C=1.[O:20]1CCC[O:22][CH:21]1[CH2:26][CH2:27][C:28]([C:30]1[C:35](=[O:36])[N:34]([CH3:37])[C:33]2[CH:38]=[C:39]([Br:41])[S:40][C:32]=2[C:31]=1[OH:42])=[O:29]>C(O)(=O)C>[Br:41][C:39]1[S:40][C:32]2[C:31]([OH:42])=[C:30]([C:28](=[O:29])[CH2:27][CH2:26][C:21]([OH:22])=[O:20])[C:35](=[O:36])[N:34]([CH3:37])[C:33]=2[CH:38]=1. Reported procedure: 4-(2-Bromo-7-hydroxy-4-methyl-5-oxo-4,5-dihydrothieno[3,2-b]pyridin-6-yl)-4-oxobutanal. To 6-(3-(1,3-dioxan-2-yl)propanoyl)-2-bromo-7-hydroxy-4-methylthieno[3,2-b]pyridin-5(4H)-one (155 mg, 385 μmol) was added 80% aqueous acetic acid (7.7 mL), and the resulting mixture was stirred for 2 hours at 100° C. The reaction product precipitated on addition of water, and was filtered and then dried in a vacuum oven to give the title compound. The reactants are O=C(O)Cn1c(-c2ccc(Br)cc2)nc2cccnc21, O=C(n1ccnc1)n1ccnc1, C1CCNCC1, C1CCOC1. The product is O=C(Cn1c(-c2ccc(Br)cc2)nc2cccnc21)N1CCCCC1. Reaction SMILES: [Br:1][c:2]1[cH:3][cH:4][c:5](-[c:8]2[n:9][c:10]3[c:11]([n:12][cH:13][cH:14][cH:15]3)[n:16]2[CH2:17][C:18](=[O:19])[OH:20])[cH:6][cH:7]1.[C:21]([n:22]1[cH:23][cH:24][n:25][cH:26]1)([n:27]1[cH:28][cH:29][n:30][cH:31]1)=[O:32].[CH2:33]1[CH2:34][CH2:35][NH:36][CH2:37][CH2:38]1.[O:39]1[CH2:40][CH2:41][CH2:42][CH2:43]1>>[Br:1][c:2]1[cH:3][cH:4][c:5](-[c:8]2[n:9][c:10]3[c:11]([n:12][cH:13][cH:14][cH:15]3)[n:16]2[CH2:17][C:18](=[O:20])[N:36]2[CH2:35][CH2:34][CH2:33][CH2:38][CH2:37]2)[cH:6][cH:7]1. The reactants are NC(CCO)(C)C (3-amino-3-methylbutan-1-ol), CCN(C(C)C)C(C)C (DIPEA), BrC1=C(C=CC=C1)S(=O)(=O)Cl (2-bromobenzene-1-sulfonyl chloride). Reaction conditions: time 12.5 hour. Reported procedure: To a 20 mL vial were added a stirbar, 3-amino-3-methylbutan-1-ol (428 mg, 4.15 mmol), ACN (5 mL), and DIPEA (2.0 mL, 12 mmol). The mixture was then treated with 2-bromobenzene-1-sulfonyl chloride (994 mg, 3.89 mmol) and stirred for 12.5 hours before concentrating to dryness and subjecting the residue to FCC to give the title compound. (676 mg, 54%). MS (ESI): mass calcd. for C11H16BrNO3S 321.00, m/z found 344.0 [M+Na]+; 1H NMR (600 MHz, CDCl3) δ 8.15 (dd, J=7.9, 1.7, 1H), 7.70 (dd, J=7.8, 1.2, 1... The product is BrC1=C(C=CC=C1)S(=O)(=O)NC(CCO)(C)C (2-Bromo-N-(3-hydroxy-1,1-dimethylpropyl)benzenesulfonamide). Run in C(C)#N (ACN). Reaction SMILES: [NH2:1][C:2]([CH3:7])([CH3:6])[CH2:3][CH2:4][OH:5].CCN(C(C)C)C(C)C.[Br:17][C:18]1[CH:23]=[CH:22][CH:21]=[CH:20][C:19]=1[S:24](Cl)(=[O:26])=[O:25]>C(#N)C>[Br:17][C:18]1[CH:23]=[CH:22][CH:21]=[CH:20][C:19]=1[S:24]([NH:1][C:2]([CH3:7])([CH3:6])[CH2:3][CH2:4][OH:5])(=[O:26])=[O:25].